This data is from the Open Reaction Database (ORD), a public repository of structured organic reaction records. The task is: describe an organic reaction: reactants, conditions, products, and yield Starting materials: C(C)(C)(C)OC(N(C=1C=2N(C=CN1)C(=CN2)C2=NC(=NC=C2)SC)C(C)C)=O (Isopropyl-[3-(2-methylsulfanyl-pyrimidin-4-yl)-imidazo[1,2-a]pyrazin-8-yl]-carbamic acid tert-butyl ester), CN (methylamine). Product: C(C)(C)NC=1C=2N(C=CN1)C(=CN2)C2=NC(=NC=C2)NC (Isopropyl-[3-(2-methylamino-pyrimidin-4-yl)-imidazo[1,2-a]pyrazin-8-yl]-amine). Reaction SMILES: C(OC(=O)[N:7]([CH:25]([CH3:27])[CH3:26])[C:8]1[C:9]2[N:10]([C:14]([C:17]3[CH:22]=[CH:21][N:20]=[C:19](SC)[N:18]=3)=[CH:15][N:16]=2)[CH:11]=[CH:12][N:13]=1)(C)(C)C.[CH3:29][NH2:30]>>[CH:25]([NH:7][C:8]1[C:9]2[N:10]([C:14]([C:17]3[CH:22]=[CH:21][N:20]=[C:19]([NH:30][CH3:29])[N:18]=3)=[CH:15][N:16]=2)[CH:11]=[CH:12][N:13]=1)([CH3:26])[CH3:27]. Procedure details: Isopropyl-[3-(2-methylamino-pyrimidin-4-yl)-imidazo[1,2-a]pyrazin-8-yl]-amine was prepared by a process analogous to that described in Example 12 starting from isopropyl-[3-(2-methylsulfanyl-pyrimidin-4-yl)-imidazo[1,2-a]pyrazin-8-yl]-carbamic acid tert-butyl ester (from Example 11 supra), and methylamine. Reactants: N(N)C1=NC=CC(=C1)C1=C(C(=CC2=CC(=C(C=C12)OC)OC)CO)CO (1-(2-hydrazino-4-pyridyl)-2,3-bis(hydroxymethyl)-6,7-dimethoxynaphthalene), C(C)(=O)O (acetic acid), C([O-])([O-])=O.[K+].[K+] (potassium carbonate). Solvent: C(Cl)Cl (methylene chloride). Reaction conditions: time 96 hour. Product: C(C)(=O)NNC1=NC=CC(=C1)C1=C(C(=CC2=CC(=C(C=C12)OC)OC)CO)CO (1-[2-(2-acetylhydrazino)-pyridin-4-yl]-2,3-bis(hydroxymethyl)-6,7-dimethoxynaphthalene). As a reaction SMILES: [NH:1]([C:3]1[CH:8]=[C:7]([C:9]2[C:18]3[C:13](=[CH:14][C:15]([O:21][CH3:22])=[C:16]([O:19][CH3:20])[CH:17]=3)[CH:12]=[C:11]([CH2:23][OH:24])[C:10]=2[CH2:25][OH:26])[CH:6]=[CH:5][N:4]=1)[NH2:2].[C:27](O)(=[O:29])[CH3:28].C(=O)([O-])[O-].[K+].[K+]>C(Cl)Cl>[C:27]([NH:2][NH:1][C:3]1[CH:8]=[C:7]([C:9]2[C:18]3[C:13](=[CH:14][C:15]([O:21][CH3:22])=[C:16]([O:19][CH3:20])[CH:17]=3)[CH:12]=[C:11]([CH2:23][OH:24])[C:10]=2[CH2:25][OH:26])[CH:6]=[CH:5][N:4]=1)(=[O:29])[CH3:28] |f:2.3.4|. Procedure details: A mixture of 1-(2-hydrazino-4-pyridyl)-2,3-bis(hydroxymethyl)-6,7-dimethoxynaphthalene (2.0 g) and acetic acid (20 ml) is stirred at room temperature for 96 hours. After the reaction is complete, to the mixture are added methylene chloride and an aqueous potassium carbonate solution. The methylene chloride layer is separated, concentrated under reduced pressure, and the residue is crystallized from chloroform to give 1-[2-(2-acetylhydrazino)-pyridin-4-yl]-2,3-bis(hydroxymethyl)-6,7-dimethoxynaph... Starting materials: CN1C(C2=CC=C(C=C2C1=O)[N+](=O)[O-])=O (2-methyl-5-nitro-isoindole-1,3-dione). The reagents and catalysts are [Ni] (Raney nickel). Solvent: C(C)O.O1CCCC1 (ethanol tetrahydrofuran). Product: NC=1C=C2C(N(C(C2=CC1)=O)C)=O (5-amino-2-methyl-isoindole-1,3-dione), solid. Yield: 91.0%. As a reaction SMILES: [CH3:1][N:2]1[C:10](=[O:11])[C:9]2[C:4](=[CH:5][CH:6]=[C:7]([N+:12]([O-])=O)[CH:8]=2)[C:3]1=[O:15]>C(O)C.O1CCCC1.[Ni]>[NH2:12][C:7]1[CH:8]=[C:9]2[C:4](=[CH:5][CH:6]=1)[C:3](=[O:15])[N:2]([CH3:1])[C:10]2=[O:11] |f:1.2|. Procedure details: A solution of give 2-methyl-5-nitro-isoindole-1,3-dione (1.1 g, 5.3 mmol) in ethanol/tetrahydrofuran (1:1, 50 mL) is hydrogenated at 45 psi over Raney nickel catalyst. The reaction mixture is filtered through a pad of diatomaceous earth and concentrated to give 5-amino-2-methyl-isoindole-1,3-dione as a yellow cottony solid (0.85 g, 91%).